From a dataset of the Open Reaction Database (ORD), a public repository of structured organic reaction records. describe an organic reaction: reactants, conditions, products, and yield Starting materials: [Al+3].[Cl-].[Cl-].[Cl-] (AlCl3), C(C)(=O)Cl (acetyl chloride), COC1=CC=C(C=C1)OC (1,4-dimethoxybenzene). Solvent: C(Cl)(Cl)(Cl)Cl (CCl4). Run at time 3 hour. Product: COC1=C(C=C(C=C1)OC)C(C)=O (1-(2,5-Dimethoxyphenyl)ethan-1-one). Yield: 94.8%. As a reaction SMILES: [Al+3].[Cl-].[Cl-].[Cl-].[C:5](Cl)(=[O:7])[CH3:6].[CH3:9][O:10][C:11]1[CH:16]=[CH:15][C:14]([O:17][CH3:18])=[CH:13][CH:12]=1>C(Cl)(Cl)(Cl)Cl>[CH3:9][O:10][C:11]1[CH:16]=[CH:15][C:14]([O:17][CH3:18])=[CH:13][C:12]=1[C:5](=[O:7])[CH3:6] |f:0.1.2.3|. Reported procedure: 19.3 g of AlCl3 are placed in 200 ml of CCl4 at +5° C. under nitrogen and 11.36 g of acetyl chloride are added, followed by portionwise addition of 20 g of 1,4-dimethoxybenzene. After stirring for 3 hours at +5° C., the mixture is poured into dilute ice-cold HCl solution. The organic phase is separated out and dried over MgSO4 and evaporated, and the residue is then chromatographed on silica, eluting with a DCM/heptane mixture (50/50; v/v) to give 24.71 g of the expected product. The reactants are COC(C[C@@H]1COC2=C1C=CC(=C2)O[C@@H]2CCC1=C(C(=CC=C21)C(F)(F)F)CC2=CC=C(C=C2)OC(C)=O)=O ({(S)-6-[(R)-4-(4-acetoxy-benzyl)-5-trifluoromethyl-indan-1-yloxy]-2,3-dihydro-benzofuran-3-yl}-acetic acid methyl ester), C(=O)([O-])[O-].[K+].[K+] (K2CO3), Cl (HCl). The solvent is CO (methanol). Conditions: time 2 hour. Product: COC(C[C@@H]1COC2=C1C=CC(=C2)O[C@@H]2CCC1=C(C(=CC=C21)C(F)(F)F)CC2=CC=C(C=C2)O)=O ({(S)-6-[(R)-4-(4-Hydroxy-benzyl)-5-trifluoromethyl-indan-1-yloxy]-2,3-dihydro-benzofuran-3-yl}-acetic acid methyl ester). RXN SMILES: [CH3:1][O:2][C:3](=[O:39])[CH2:4][C@H:5]1[C:9]2[CH:10]=[CH:11][C:12]([O:14][C@H:15]3[C:23]4[C:18](=[C:19]([CH2:28][C:29]5[CH:34]=[CH:33][C:32]([O:35]C(=O)C)=[CH:31][CH:30]=5)[C:20]([C:24]([F:27])([F:26])[F:25])=[CH:21][CH:22]=4)[CH2:17][CH2:16]3)=[CH:13][C:8]=2[O:7][CH2:6]1.C([O-])([O-])=O.[K+].[K+].Cl>CO>[CH3:1][O:2][C:3](=[O:39])[CH2:4][C@H:5]1[C:9]2[CH:10]=[CH:11][C:12]([O:14][C@H:15]3[C:23]4[C:18](=[C:19]([CH2:28][C:29]5[CH:34]=[CH:33][C:32]([OH:35])=[CH:31][CH:30]=5)[C:20]([C:24]([F:25])([F:26])[F:27])=[CH:21][CH:22]=4)[CH2:17][CH2:16]3)=[CH:13][C:8]=2[O:7][CH2:6]1 |f:1.2.3|. Reported procedure: A mixture of {(S)-6-[(R)-4-(4-acetoxy-benzyl)-5-trifluoromethyl-indan-1-yloxy]-2,3-dihydro-benzofuran-3-yl}-acetic acid methyl ester (0.19 g), K2CO3 (0.08 g), and methanol (5 ml) is stirred at room temperature for 2 h. The solution is neutralized with 1 N aqueous HCl solution and concentrated. Water is added to the residue, and the resulting mixture is extracted with ethyl acetate. The combined extract is dried (MgSO4) and concentrated. The residue is chromatographed on silica gel (cyclohexane/e... Reactants: CN=C=O, Cc1nc[nH]c1Cl, ClC(Cl)Cl. Product: CNC(=O)n1cnc(C)c1Cl. RXN SMILES: [CH3:1][N:2]=[C:3]=[O:4].[CH3:5][c:6]1[n:7][cH:8][nH:9][c:10]1[Cl:11].[CH:12]([Cl:13])([Cl:14])[Cl:15]>>[CH3:1][NH:2][C:3](=[O:4])[n:9]1[cH:8][n:7][c:6]([CH3:5])[c:10]1[Cl:11]. The reactants are CC(=O)NCC1CN(c2ccc(C3CCN(C(=O)COCc4ccccc4)CC3)c(F)c2)C(=O)O1, CO, [OH-], [OH-], [Pd+2]. The product is CC(=O)NCC1CN(c2ccc(C3CCN(C(=O)CO)CC3)c(F)c2)C(=O)O1. As a reaction SMILES: [CH2:1]([c:2]1[cH:3][cH:4][cH:5][cH:6][cH:7]1)[O:8][CH2:9][C:10](=[O:11])[N:12]1[CH2:13][CH2:14][CH:15]([c:18]2[c:19]([F:35])[cH:20][c:21]([N:24]3[C:25](=[O:34])[O:26][CH:27]([CH2:29][NH:30][C:31]([CH3:32])=[O:33])[CH2:28]3)[cH:22][cH:23]2)[CH2:16][CH2:17]1.[CH3:36][OH:37].[OH-:38].[OH-:40].[Pd+2:39]>>[OH:8][CH2:9][C:10](=[O:11])[N:12]1[CH2:13][CH2:14][CH:15]([c:18]2[c:19]([F:35])[cH:20][c:21]([N:24]3[C:25](=[O:34])[O:26][CH:27]([CH2:29][NH:30][C:31]([CH3:32])=[O:33])[CH2:28]3)[cH:22][cH:23]2)[CH2:16][CH2:17]1. Starting materials: C1CCOC1, CN1CCNCC1, O=C(CCl)Nc1ccc(C2CCN(c3ccc4nnc(C(F)(F)F)n4n3)CC2)cc1, [I-], [Na+]. Product: CN1CCN(CC(=O)Nc2ccc(C3CCN(c4ccc5nnc(C(F)(F)F)n5n4)CC3)cc2)CC1. RXN SMILES: [CH2:40]1[O:41][CH2:42][CH2:43][CH2:44]1.[CH3:1][N:2]1[CH2:3][CH2:4][NH:5][CH2:6][CH2:7]1.[Cl:8][CH2:9][C:10](=[O:11])[NH:12][c:13]1[cH:14][cH:15][c:16]([CH:19]2[CH2:20][CH2:21][N:22]([c:25]3[cH:26][cH:27][c:28]4[n:29]([n:30]3)[c:31]([C:34]([F:35])([F:36])[F:37])[n:32][n:33]4)[CH2:23][CH2:24]2)[cH:17][cH:18]1.[I-:39].[Na+:38]>>[CH3:1][N:2]1[CH2:3][CH2:4][N:5]([CH2:9][C:10](=[O:11])[NH:12][c:13]2[cH:14][cH:15][c:16]([CH:19]3[CH2:20][CH2:21][N:22]([c:25]4[cH:26][cH:27][c:28]5[n:29]([n:30]4)[c:31]([C:34]([F:35])([F:36])[F:37])[n:32][n:33]5)[CH2:23][CH2:24]3)[cH:17][cH:18]2)[CH2:6][CH2:7]1. Starting materials: C(C)(C)(C)OC(N(CCN(C)C)C1=CC(=CC=2CCOC21)[N+](=O)[O-])=O ((5-nitro-2,3-dihydrobenzofuran-7-yl)-(2-dimethylaminoethyl)carbamic acid tert-butyl ester). Reagents/catalysts: [Pd] (palladium on charcoal). The solvent is C(C)O (ethanol). Reported procedure: A solution of 5-nitro-2,3-dihydrobenzofuran-7-yl)-(2-dimethylaminoethyl)carbamic acid tert-butyl ester (D6) (387 mg) in ethanol (50 ml) was hydrogenated over 10% palladium on charcoal for 2 h at atmospheric pressure and room temperature. The catalyst was removed by filtration and the flitrate evaporated under reduced pressure to give the title compound as a brown oil (260 mg, 73%). The yield is 73.5%. Reaction SMILES: [C:1]([O:5][C:6](=[O:25])[N:7]([C:13]1[C:21]2[O:20][CH2:19][CH2:18][C:17]=2[CH:16]=[C:15]([N+:22]([O-])=O)[CH:14]=1)[CH2:8][CH2:9][N:10]([CH3:12])[CH3:11])([CH3:4])([CH3:3])[CH3:2]>C(O)C.[Pd]>[C:1]([O:5][C:6](=[O:25])[N:7]([C:13]1[C:21]2[O:20][CH2:19][CH2:18][C:17]=2[CH:16]=[C:15]([NH2:22])[CH:14]=1)[CH2:8][CH2:9][N:10]([CH3:12])[CH3:11])([CH3:4])([CH3:2])[CH3:3]. The product is C(C)(C)(C)OC(N(CCN(C)C)C1=CC(=CC=2CCOC21)N)=O ((5-amino-2,3-dihydrobenzofuran-7-yl)-(2-dimethylaminoethyl) carbamic acid tert-butyl ester). Reactants: C(C)N(C1=C(C(=C(C=C1[N+](=O)[O-])C#N)Cl)[N+](=O)[O-])CC (N,N-diethyl-3-chloro-2,6-dinitro-4-cyanoaniline), C(OC)COC (dimethoxyethane), solid, solution, N (ammonia). Run in C(C)O (ethanol). Reaction conditions: time 72 hour. Product: C(C)N(C=1C(=C(C(=CC1[N+](=O)[O-])C#N)N)[N+](=O)[O-])CC (diethyl-2,4-dinitro-6-cyano-1,3-phenylenediamine). As a reaction SMILES: [CH2:1]([N:3]([CH2:19][CH3:20])[C:4]1[C:9]([N+:10]([O-:12])=[O:11])=[CH:8][C:7]([C:13]#[N:14])=[C:6](Cl)[C:5]=1[N+:16]([O-:18])=[O:17])[CH3:2].[NH3:21].C(COC)OC>C(O)C>[CH2:1]([N:3]([CH2:19][CH3:20])[C:4]1[C:5]([N+:16]([O-:18])=[O:17])=[C:6]([NH2:21])[C:7]([C:13]#[N:14])=[CH:8][C:9]=1[N+:10]([O-:12])=[O:11])[CH3:2]. Procedure details: A solution of 4.33 g. (0.0144 mole) of N,N-diethyl-3-chloro-2,6-dinitro-4-cyanoaniline, 6.40 g. (0.0288 mole) of a 7.66% solution of ammonia in absolute ethanol, and 15 ml. of dimethoxyethane was sealed in a Pyrex reaction tube and alloed to stand at room temperature for 72 hours. The contents were distilled to dryness at reduced pressure and extracted with 100 ml. of boiling chloroform. The filtered chloroform extract was evaporated to dryness and the residual orange solid taken up in hot 95% e...